describe an organic reaction: reactants, conditions, products, and yield From a dataset of the Open Reaction Database (ORD), a public repository of structured organic reaction records. The reactants are Cl.FC1=C(C=CC=C1)C=1C=2N(N(C(CN1)=O)C)C=CC2 (5-(2-fluorophenyl)-1-methyl-1H-pyrrolo[1,2-b][1,2,5]triazepin-2(3H)-one hydrochloride), ClN1C(CCC1=O)=O (N-chlorosuccinimide). Run in O1CCCC1 (tetrahydrofuran). The product is Cl.ClC1=CC=C2N1N(C(CN=C2C2=C(C=CC=C2)F)=O)C (8-Chloro-5-(2-fluorophenyl)-1-methyl-1H-pyrrolo[1,2-b][1,2,5]-triazepin-2(3H)-one hydrochloride). The yield is 55.7%. As a reaction SMILES: [ClH:1].[F:2][C:3]1[CH:8]=[CH:7][CH:6]=[CH:5][C:4]=1[C:9]1[C:10]2[N:11]([CH:18]=[CH:19][CH:20]=2)[N:12]([CH3:17])[C:13](=[O:16])[CH2:14][N:15]=1.[Cl:21]N1C(=O)CCC1=O>O1CCCC1>[ClH:21].[Cl:1][C:18]1[N:11]2[N:12]([CH3:17])[C:13](=[O:16])[CH2:14][N:15]=[C:9]([C:4]3[CH:5]=[CH:6][CH:7]=[CH:8][C:3]=3[F:2])[C:10]2=[CH:20][CH:19]=1 |f:0.1,4.5|. Reported procedure: A solution containing 5-(2-fluorophenyl)-1-methyl-1H-pyrrolo[1,2-b][1,2,5]triazepin-2(3H)-one hydrochloride (3.3 g, 12.9 mmol) and N-chlorosuccinimide (1.87 g, 14 mmol) in 100 ml of dry tetrahydrofuran was refluxed under N2 for 3 hours. The resultant solution was evaporated and the residual oil was taken up in 200 ml of EtOAc, washed with H2O, dried (MgSO4), filtered, and evaporated to an oil. This oil was purified by flash chromatography (silica, 4:7 hexane-ether) to given an oil (2.1 g). This ... Yields the product CCOC(=O)C1CCCN2C(=O)COCC12. As a reaction SMILES: [CH2:1]([CH3:2])[O:3][C:4](=[O:5])[C:6]1=[C:11]2[N:10]([CH2:9][CH2:8][CH2:7]1)[C:15](=[O:16])[CH2:14][O:13][CH2:12]2.[CH3:17][C:18](=[O:19])[OH:20].[Cl:21][CH2:22][Cl:23].[Pt:24](=[O:25])=[O:26]>>[CH2:1]([CH3:2])[O:3][C:4](=[O:5])[CH:6]1[CH2:7][CH2:8][CH2:9][N:10]2[CH:11]1[CH2:12][O:13][CH2:14][C:15]2=[O:16]. The reactants are CCOC(=O)C1=C2COCC(=O)N2CCC1, CC(=O)O, ClCCl, O=[Pt]=O. As a reaction SMILES: [NH2:1][CH:2]([C:8]([CH3:10])=[O:9])[C:3]([O:5][CH2:6][CH3:7])=[O:4].[CH3:11][C:12]1[CH:16]=[C:15]([CH3:17])[NH:14][C:13]=1[C:18]([O:20][CH2:21][CH3:22])=[O:19].C(O[C:27]([CH3:30])([CH3:29])[CH3:28])(=O)C>>[CH3:11][C:12]1[C:16]([C:27]([CH3:30])([CH3:29])[CH3:28])=[C:15]([CH3:17])[NH:14][C:13]=1[C:18]([O:20][CH2:21][CH3:22])=[O:19].[CH2:6]([O:5][C:3](=[O:4])[CH2:2][NH2:1])[CH3:7].[CH3:10][C:8]([CH:2]1[C:3](=[O:5])[CH2:13][CH2:12][CH2:11]1)=[O:9]. Reported procedure: A Knorr cyclization between ethyl a--aminoacetoacetate (prepared in situ) and a 3-alkyl-2,4-pentandione was selected for the preparation of ethyl alkylpyrrole-2 carboxylate derivatives 4b-f, i. Ethyl 3,5-dimethyl-4-tertbutylpyrrole-2-carboxylate 4g was prepared from ethyl 3,5-dimethylpyrrole-2-carboxylate 4a in an alkylation with tert-butyl acetate. In a modification of a Knoevenagel condensation of ethyl N-(3-oxo-1-alkenyl)aminoacetates to ethylpyrrole-2-carboxylates ethyl 3-methyl-2,4,-5,6-tet... The product is CC1=C(NC(=C1C(C)(C)C)C)C(=O)OCC (Ethyl 3,5-dimethyl-4-tertbutylpyrrole-2-carboxylate), C(C)OC(CN)=O (glycine ethyl ester), CC(=O)C1CCCC1=O (α-acetylcyclopentanone). The reactants are 4b-f, ethyl N-(3-oxo-1-alkenyl)aminoacetates, ethylpyrrole-2-carboxylates ethyl 3-methyl-2,4,-5,6-tetrahydrocyclopenta[c]pyrrolecarboxylate, enamine, NC(C(=O)OCC)C(=O)C (ethyl a--aminoacetoacetate), 3-alkyl-2,4-pentandione, ethyl alkylpyrrole-2 carboxylate, CC1=C(NC(=C1)C)C(=O)OCC (ethyl 3,5-dimethylpyrrole-2-carboxylate), C(C)(=O)OC(C)(C)C (tert-butyl acetate). Reactants: COC(=O)CC(C)=O, O=CC=CC=C1CCCCc2ccccc21. The product is COC(=O)CC(=O)CC(O)C=CC=C1CCCCc2ccccc21. As a reaction SMILES: [C:17]([CH2:18][C:19](=[O:20])[CH3:21])(=[O:22])[O:23][CH3:24].[cH:1]1[cH:2][cH:3][cH:4][c:5]2[c:6]1[CH2:7][CH2:8][CH2:9][CH2:10][C:11]2=[CH:12][CH:13]=[CH:14][CH:15]=[O:16]>>[cH:1]1[cH:2][cH:3][cH:4][c:5]2[c:6]1[CH2:7][CH2:8][CH2:9][CH2:10][C:11]2=[CH:12][CH:13]=[CH:14][CH:15]([OH:16])[CH2:21][C:19]([CH2:18][C:17](=[O:22])[O:23][CH3:24])=[O:20]. Reactants: ClC1=C(C=CC=C1)C1C(=C(NC(=C1C(=O)OC)C)COCC(=O)N)C(=O)OCC (2-{[4-(2-chlorophenyl)-3-ethoxycarbonyl-5-methoxycarbonyl-6-methyl-1,4-dihydropyridin-2-yl]methoxy}-acetamide), COC=1C=CC(=CC1)P2(=S)SP(=S)(S2)C=3C=CC(=CC3)OC (Lawesson's reagent). Solvent: C(C)#N (acetonitrile). Conditions: time 2.5 hour. Yields the product ClC1=C(C=CC=C1)C1C(=C(NC(=C1C(=O)OC)C)COCC(=S)N)C(=O)OCC (2-{[4-(2-Chlorophenyl)-3-ethoxycarbonyl-5-methoxycarbonyl-6-methyl-1,4-dihydropyridin-2-yl]methoxy}thioacetamide). The yield is 85.0%. Reaction SMILES: [Cl:1][C:2]1[CH:7]=[CH:6][CH:5]=[CH:4][C:3]=1[CH:8]1[C:13]([C:14]([O:16][CH3:17])=[O:15])=[C:12]([CH3:18])[NH:11][C:10]([CH2:19][O:20][CH2:21][C:22]([NH2:24])=O)=[C:9]1[C:25]([O:27][CH2:28][CH3:29])=[O:26].COC1C=CC(P2(SP(C3C=CC(OC)=CC=3)(=S)S2)=[S:39])=CC=1>C(#N)C>[Cl:1][C:2]1[CH:7]=[CH:6][CH:5]=[CH:4][C:3]=1[CH:8]1[C:13]([C:14]([O:16][CH3:17])=[O:15])=[C:12]([CH3:18])[NH:11][C:10]([CH2:19][O:20][CH2:21][C:22]([NH2:24])=[S:39])=[C:9]1[C:25]([O:27][CH2:28][CH3:29])=[O:26]. Procedure: A mixture of 2-{[4-(2-chlorophenyl)-3-ethoxycarbonyl-5-methoxycarbonyl-6-methyl-1,4-dihydropyridin-2-yl]methoxy}-acetamide (6.8 g) and Lawesson's reagent (6.4 g) in acetonitrile (300 ml) was stirred at room temperature for 2.5 hours, filtered and evaporated. The residue was purified by chromatography on silica (80 g) using dichloromethane plus 0-10% v/v ethyl acetate as eluant. Appropriate fractions were combined and evaporated and the residual oil triturated with diethyl ether. The resulting so... Reactants: CN(CCN)C (2-dimethylaminoethylamine), C1(=CC=CC=C1)S(=O)(=O)C=1C(=NN2C1N=C(C=C2N)Cl)SC (3-benzenesulphonyl-5-chloro-2-methylsulphanyl-pyrazolo[1,5-a]pyrimidin-7-ylamine). Run in CN(C)C=O (DMF), CN(C)C=O (DMF). Reaction conditions: time 1 hour. Product: C1(=CC=CC=C1)S(=O)(=O)C=1C(=NN2C1N=C(C=C2N)N(C)C)SC (3-benzenesulphonyl-N5,N5-dimethyl-2-methylsulphanyl-pyrazolo[1,5-a]pyrimidine-5,7-diamine), C1(=CC=CC=C1)S(=O)(=O)C=1C(=NN2C1N=C(C=C2N)NCCN(C)C)SC (3-benzenesulphonyl-N5-(2-dimethylamino-ethyl)-2-methylsulphanyl-pyrazolo[1,5-a]pyrimidine-5,7-diamine). The yield is 17.0%. RXN SMILES: [CH3:1][N:2]([CH3:6])[CH2:3][CH2:4][NH2:5].[C:7]1([S:13]([C:16]2[C:17]([S:27][CH3:28])=[N:18][N:19]3[C:24]([NH2:25])=[CH:23][C:22](Cl)=[N:21][C:20]=23)(=[O:15])=[O:14])[CH:12]=[CH:11][CH:10]=[CH:9][CH:8]=1>CN(C=O)C>[C:7]1([S:13]([C:16]2[C:17]([S:27][CH3:28])=[N:18][N:19]3[C:24]([NH2:25])=[CH:4][C:3]([N:2]([CH3:1])[CH3:6])=[N:21][C:20]=23)(=[O:15])=[O:14])[CH:8]=[CH:9][CH:10]=[CH:11][CH:12]=1.[C:7]1([S:13]([C:16]2[C:17]([S:27][CH3:28])=[N:18][N:19]3[C:24]([NH2:25])=[CH:23][C:22]([NH:5][CH2:4][CH2:3][N:2]([CH3:6])[CH3:1])=[N:21][C:20]=23)(=[O:14])=[O:15])[CH:8]=[CH:9][CH:10]=[CH:11][CH:12]=1. Reported procedure: 0.26 g (3 mmol) of 2-dimethylaminoethylamine in 5 ml of DMF was added to a solution of 0.4 g (1 mmol) of 3-benzenesulphonyl-5-chloro-2-methylsulphanyl-pyrazolo[1,5-a]pyrimidin-7-ylamine in 10 ml of DMF and stirred at 90° for 1 hr. The reaction solution was evaporated and the residue was partitioned between H2O and CH2Cl2. The aqueous phase was extracted three times with 50 ml of CH2Cl2. The combined organic phases were dried (MgSO4), filtered and evaporated. Subsequent chromatography (silica gel... Reactants: N1N=C(C=C1)CN1N=C(C2=C(C=CC=C12)NC(=O)C1=CN=C2N1C=CC=C2)CC (N-(1-((1H-pyrazol-3-yl)methyl)-3-ethyl-1H-indazol-4-yl)imidazo[1,2-a]pyridine-3-carboxamide), CN(C)C=O (DMF), BrCC (bromoethane), O.[OH-].[Cs+] (cesium hydroxide hydrate). Reaction conditions: time 1 hour. The product is C(C)C1=NN(C2=CC=CC(=C12)NC(=O)C1=CN=C2N1C=CC=C2)CC2=CC=NN2CC (N-(3-ethyl-1-((1-ethyl-1H-pyrazol-5-yl)methyl)-1H-indazol-4-yl)imidazo[1,2-a]pyridine-3-carboxamide). Yield: 4.8%. RXN SMILES: [NH:1]1[CH:5]=[CH:4][C:3]([CH2:6][N:7]2[C:15]3[C:10](=[C:11]([NH:16][C:17]([C:19]4[N:23]5[CH:24]=[CH:25][CH:26]=[CH:27][C:22]5=[N:21][CH:20]=4)=[O:18])[CH:12]=[CH:13][CH:14]=3)[C:9]([CH2:28][CH3:29])=[N:8]2)=[N:2]1.CN(C=O)C.Br[CH2:36][CH3:37].O.[OH-].[Cs+]>>[CH2:28]([C:9]1[C:10]2[C:15](=[CH:14][CH:13]=[CH:12][C:11]=2[NH:16][C:17]([C:19]2[N:23]3[CH:24]=[CH:25][CH:26]=[CH:27][C:22]3=[N:21][CH:20]=2)=[O:18])[N:7]([CH2:6][C:3]2[N:2]([CH2:36][CH3:37])[N:1]=[CH:5][CH:4]=2)[N:8]=1)[CH3:29] |f:3.4.5|. Procedure details: To N-(1-((1H-pyrazol-3-yl)methyl)-3-ethyl-1H-indazol-4-yl)imidazo[1,2-a]pyridine-3-carboxamide (40 mg, 0.10 mmol) in dry DMF (519 μl, 0.10 mmol) was added bromoethane (11 mg, 0.10 mmol), cesium hydroxide hydrate (17 mg, 0.10 mmol) and 4 angstrom molecular sieves. The reaction mixture was stirred for one hour, filtered through an Acrodisk, rinsed with DCM and MeOH, and concentrated under a nitrogen stream to a residue. Preparative thin layer chromatography eluting with 10% MeOH, 0.5% NH4OH in CHC...